describe an organic reaction: reactants, conditions, products, and yield From a dataset of the Open Reaction Database (ORD), a public repository of structured organic reaction records. Reactants: S(=O)(=O)(O)O.CSC(N)=N (S-methylisothiourea sulfate), COC=1C=C(C=O)C=CC1 (3-methoxybenzaldehyde), C(CC(=O)C)(=O)OCC (ethyl acetoacetate), [Na] (sodium). Solvent: CN(C)C=O (DMF), C(C)OCC (diethylether). Reaction conditions: temperature 70 celsius, time 18 hour. Yields the product CSC=1NC(=C(C(N1)C1=CC(=CC=C1)OC)C(=O)OCC)C (Ethyl 2-methylthio-4-(3-methoxyphenyl)-6-methyl-1.4-dihydropyrimidine-5-carboxylate). Reaction SMILES: S(O)(O)(=O)=O.[CH3:6][S:7][C:8](=[NH:10])[NH2:9].[CH3:11][O:12][C:13]1[CH:14]=[C:15]([CH:18]=[CH:19][CH:20]=1)[CH:16]=O.[C:21]([O:27][CH2:28][CH3:29])(=[O:26])[CH2:22][C:23]([CH3:25])=O.[Na]>CN(C=O)C.C(OCC)C>[CH3:6][S:7][C:8]1[NH:9][C:23]([CH3:25])=[C:22]([C:21]([O:27][CH2:28][CH3:29])=[O:26])[CH:16]([C:15]2[CH:18]=[CH:19][CH:20]=[C:13]([O:12][CH3:11])[CH:14]=2)[N:10]=1 |f:0.1,^1:29|. Procedure details: A mixture of S-methylisothiourea sulfate (13.9 g), 3-methoxybenzaldehyde (7.5 g), ethyl acetoacetate (6.5 g) and sodium hydrogenocarbonate (21 g) in DMF (200 ml) was stirred at 70° C. for 18 h. The reaction mixture was cooled to room temperature, diluted with diethylether and washed with H2O and sat. aq. NaCl. The title compound was purified by chromatography on silica gel with hept/EtOAc=3/2 (v/v) as eluent. Isolated yield 76.4%. The product is COC=1C=C2C(N(C(C2=CC1NS(=O)(=O)C)=O)CC(=O)OC)=O (methyl 2-(5-methoxy-6-(methylsulfonamido)-1,3-dioxoisoindolin-2-yl)acetate). RXN SMILES: [NH2:1][C:2]1[CH:3]=[C:4]2[C:8](=[CH:9][C:10]=1[O:11][CH3:12])[C:7](=[O:13])[N:6]([CH2:14][C:15]([O:17][CH3:18])=[O:16])[C:5]2=[O:19].[CH3:20][S:21](Cl)(=[O:23])=[O:22]>N1C=CC=CC=1>[CH3:12][O:11][C:10]1[CH:9]=[C:8]2[C:4](=[CH:3][C:2]=1[NH:1][S:21]([CH3:20])(=[O:23])=[O:22])[C:5](=[O:19])[N:6]([CH2:14][C:15]([O:17][CH3:18])=[O:16])[C:7]2=[O:13]. Procedure details: A solution of methyl 2-(5-amino-6-methoxy-1,3-dioxoisoindolin-2-yl)acetate (0.202 g, 0.764 mmol) in pyridine (10 ml) was cooled to 0° C., and methanesulfonyl chloride (0.071 ml, 0.917 mmol) was added. The mixture was warmed to room temperature and stirred for 1 hour. Additional methanesulfonyl chloride (0.090 ml, 1.146 mmol) was added over 30 hour, cooling to 0° C. and stirring at room temperature. The solvent was removed under vacuum, and the crude was partitioned between ethyl acetate and 1N H... Reaction conditions: time 1 hour. The reactants are CS(=O)(=O)Cl (methanesulfonyl chloride), NC=1C=C2C(N(C(C2=CC1OC)=O)CC(=O)OC)=O (methyl 2-(5-amino-6-methoxy-1,3-dioxoisoindolin-2-yl)acetate), CS(=O)(=O)Cl (methanesulfonyl chloride). The solvent is N1=CC=CC=C1 (pyridine).